From a dataset of the Open Reaction Database (ORD), a public repository of structured organic reaction records. describe an organic reaction: reactants, conditions, products, and yield Yields the product N1=C(C=CC=C1)C1=CC=C(C=C1)S(=O)(=O)N1CCN(CC1)C(=O)C1CCN(CC1)C1=CC=NC=C1 (1-[4-(2-pyridyl)phenylsulphonyl]-4-[1-(4-pyridyl)piperidin-4-ylcarbonyl]piperazine). Reaction SMILES: [N:1]1[CH:6]=[CH:5][C:4]([N:7]2[CH2:12][CH2:11][CH:10]([C:13](Cl)=[O:14])[CH2:9][CH2:8]2)=[CH:3][CH:2]=1.[N:16]1[CH:21]=[CH:20][CH:19]=[CH:18][C:17]=1[C:22]1[CH:27]=[CH:26][C:25]([S:28]([N:31]2[CH2:36][CH2:35][NH:34][CH2:33][CH2:32]2)(=[O:30])=[O:29])=[CH:24][CH:23]=1>>[N:16]1[CH:21]=[CH:20][CH:19]=[CH:18][C:17]=1[C:22]1[CH:23]=[CH:24][C:25]([S:28]([N:31]2[CH2:32][CH2:33][N:34]([C:13]([CH:10]3[CH2:11][CH2:12][N:7]([C:4]4[CH:5]=[CH:6][N:1]=[CH:2][CH:3]=4)[CH2:8][CH2:9]3)=[O:14])[CH2:35][CH2:36]2)(=[O:30])=[O:29])=[CH:26][CH:27]=1. The yield is 54.0%. Reactants: N1=CC=C(C=C1)N1CCC(CC1)C(=O)Cl (1-(4-pyridyl)piperidine-4-carbonyl chloride), N1=C(C=CC=C1)C1=CC=C(C=C1)S(=O)(=O)N1CCNCC1 (1-[4-(2-pyridyl)phenylsulphonyl]piperazine). Procedure details: Using an analogous procedure to that described in Example 1, 1-(4-pyridyl)piperidine-4-carbonyl chloride was reacted with 1-[4-(2-pyridyl)phenylsulphonyl]piperazine to give 1-[4-(2-pyridyl)phenylsulphonyl]-4-[1-(4-pyridyl)piperidin-4-ylcarbonyl]piperazine in 54% yield, m.p. 224-226° C.; Reactants: NC1(C(NC1)=O)OC (3-amino-3-methoxy-2-oxoazetidine), C1(=CC=CC=C1)CC(=O)O (phenylacetic acid), ON1N=NC2=C1C=CC=C2 (1-hydroxybenzotriazole), C1(CCCCC1)N=C=NC1CCCCC1 (dicyclohexylcarbodiimide). Run in C1CCOC1 (THF). Reaction conditions: time 3 hour. Product: C1(=CC=CC=C1)CC(=O)NC1(C(NC1)=O)OC (3-phenylacetamido-3-methoxy-2-oxoazetidine). Isolated yield 69.9%. Reaction SMILES: [NH2:1][C:2]1([O:7][CH3:8])[CH2:5][NH:4][C:3]1=[O:6].[C:9]1([CH2:15][C:16](O)=[O:17])[CH:14]=[CH:13][CH:12]=[CH:11][CH:10]=1.ON1C2C=CC=CC=2N=N1.C1(N=C=NC2CCCCC2)CCCCC1>C1COCC1>[C:9]1([CH2:15][C:16]([NH:1][C:2]2([O:7][CH3:8])[CH2:5][NH:4][C:3]2=[O:6])=[O:17])[CH:14]=[CH:13][CH:12]=[CH:11][CH:10]=1. Procedure details: To a solution of 61 mg of 3-amino-3-methoxy-2-oxoazetidine in 2 ml of THF are added 72 mg of phenylacetic acid, 71.3 mg of 1-hydroxybenzotriazole and 130 mg of dicyclohexylcarbodiimide, and the mixture is stirred at room temperature for 3 hours. The dicyclohexylurea is filtered off, and the filtrate is concentrated. The residue is chromatographed on a column of silica gel [eluted with n-hexane-ethyl acetate (1:2)] to obtain 86 mg of 3-phenylacetamido-3-methoxy-2-oxoazetidine.